Dataset: the Open Reaction Database (ORD), a public repository of structured organic reaction records. Task: describe an organic reaction: reactants, conditions, products, and yield Starting materials: [BH3-]C#N, C1CCOC1, CC(=O)O, CO, O=C1CCc2ccc([N+](=O)[O-])cc2C1, NCc1ccccc1, [Na+]. Yields the product O=[N+]([O-])c1ccc2c(c1)CC(NCc1ccccc1)CC2. Reaction SMILES: [C:27]([BH3-:28])#[N:29].[CH2:33]1[O:34][CH2:35][CH2:36][CH2:37]1.[CH3:23][C:24](=[O:25])[OH:26].[CH3:31][OH:32].[N+:1](=[O:2])([O-:3])[c:4]1[cH:5][cH:6][c:7]2[c:12]([cH:13]1)[CH2:11][C:10](=[O:14])[CH2:9][CH2:8]2.[NH2:15][CH2:16][c:17]1[cH:18][cH:19][cH:20][cH:21][cH:22]1.[Na+:30]>>[N+:1](=[O:2])([O-:3])[c:4]1[cH:5][cH:6][c:7]2[c:12]([cH:13]1)[CH2:11][CH:10]([NH:15][CH2:16][c:17]1[cH:18][cH:19][cH:20][cH:21][cH:22]1)[CH2:9][CH2:8]2. The reactants are Cn1cc(C=O)cc1C#N, Cn1cc(CN=[N+]=[N-])cc1C#N, Cn1c(C#N)ccc1CN. The product is Cn1cc(CN)cc1C#N. As a reaction SMILES: [C:1]([c:2]1[n:3]([CH3:4])[cH:5][c:6]([CH:7]=[O:8])[cH:9]1)#[N:10].[N:21](=[N+:22]=[N-:23])[CH2:24][c:25]1[cH:26][c:27]([C:31]#[N:32])[n:28]([CH3:30])[cH:29]1.[NH2:11][CH2:12][c:13]1[n:14]([CH3:15])[c:16]([C:17]#[N:18])[cH:19][cH:20]1>>[NH2:21][CH2:24][c:25]1[cH:26][c:27]([C:31]#[N:32])[n:28]([CH3:30])[cH:29]1. Reactants: COc1ccc(C(C#N)=Cc2ccc(O)cc2)cc1OC, O=C(Cl)N1CCC(N2CCCCC2)CC1, O, c1ccncc1. Yields the product COc1ccc(C(C#N)=Cc2ccc(OC(=O)N3CCC(N4CCCCC4)CC3)cc2)cc1OC. As a reaction SMILES: [CH3:1][O:2][c:3]1[cH:4][c:5]([C:11]([C:12]#[N:13])=[CH:14][c:15]2[cH:16][cH:17][c:18]([OH:21])[cH:19][cH:20]2)[cH:6][cH:7][c:8]1[O:9][CH3:10].[N:22]1([CH:28]2[CH2:29][CH2:30][N:31]([C:34](=[O:35])[Cl:36])[CH2:32][CH2:33]2)[CH2:23][CH2:24][CH2:25][CH2:26][CH2:27]1.[OH2:37].[cH:38]1[cH:39][cH:40][n:41][cH:42][cH:43]1>>[CH3:1][O:2][c:3]1[cH:4][c:5]([C:11]([C:12]#[N:13])=[CH:14][c:15]2[cH:16][cH:17][c:18]([O:21][C:34]([N:31]3[CH2:30][CH2:29][CH:28]([N:22]4[CH2:23][CH2:24][CH2:25][CH2:26][CH2:27]4)[CH2:33][CH2:32]3)=[O:35])[cH:19][cH:20]2)[cH:6][cH:7][c:8]1[O:9][CH3:10]. The reactants are O.NCC1=CC=C(C=C1)NC1=NNC2=NC=NC(=C21)NC2=CC(=CC=C2)Cl (3-(4-aminomethyl-phenylamino)-4-(3-chloro-phenylamino)-1H-pyrazolo[3,4-d]pyrimidine hydrate), C(CCC)N=C=O (butyl isocyanate). Run in C1CCOC1 (THF). Conditions: temperature 20 celsius, time 15 hour. Yields the product C(CCC)NC(=O)NCC1=CC=C(C=C1)NC1=NNC2=NC=NC(=C21)NC2=CC(=CC=C2)Cl (3-[4-(n-butylamino-carbonylamino-methyl)-phenylamino]-4-(3-chloro-phenyl-amino)-1H-pyrazolo[3,4-d]pyrimidine). RXN SMILES: O.[NH2:2][CH2:3][C:4]1[CH:9]=[CH:8][C:7]([NH:10][C:11]2[C:19]3[C:14](=[N:15][CH:16]=[N:17][C:18]=3[NH:20][C:21]3[CH:26]=[CH:25][CH:24]=[C:23]([Cl:27])[CH:22]=3)[NH:13][N:12]=2)=[CH:6][CH:5]=1.[CH2:28]([N:32]=[C:33]=[O:34])[CH2:29][CH2:30][CH3:31]>C1COCC1>[CH2:28]([NH:32][C:33]([NH:2][CH2:3][C:4]1[CH:9]=[CH:8][C:7]([NH:10][C:11]2[C:19]3[C:14](=[N:15][CH:16]=[N:17][C:18]=3[NH:20][C:21]3[CH:26]=[CH:25][CH:24]=[C:23]([Cl:27])[CH:22]=3)[NH:13][N:12]=2)=[CH:6][CH:5]=1)=[O:34])[CH2:29][CH2:30][CH3:31] |f:0.1|. Reported procedure: A mixture of 200 mg (0.521 mmol) of 3-(4-aminomethyl-phenylamino)-4-(3-chloro-phenylamino)-1H-pyrazolo[3,4-d]pyrimidine hydrate, 0.061 ml (0.548 mmol) of butyl isocyanate and 5 ml of THF is stirred at 20° C. for 15 hours and then concentrated by evaporation in vacuo. The residue is digested in 5 ml of boiling methanol, cooled to 5° C. and filtered, yielding 3-[4-(n-butylamino-carbonylamino-methyl)-phenylamino]-4-(3-chloro-phenyl-amino)-1H-pyrazolo[3,4-d]pyrimidine; m.p. 217-218° C. Starting materials: CC1=CN(C(=O)C(C)(C)C)C(N)C=C1, ClC(Cl)(Cl)Cl, CC(C)(C#N)N=NC(C)(C)C#N, O=C1CCC(=O)N1Br. Yields the product CC(C)(C)C(=O)N1C=C(CBr)C=CC1N. As a reaction SMILES: [C:1]([C:2]([CH3:3])([CH3:4])[CH3:5])(=[O:6])[N:7]1[CH:8]([NH2:14])[CH:9]=[CH:10][C:11]([CH3:13])=[CH:12]1.[Cl:35][C:36]([Cl:37])([Cl:38])[Cl:39].[N:23]#[C:24][C:25]([N:26]=[N:27][C:28]([C:29]#[N:30])([CH3:31])[CH3:32])([CH3:33])[CH3:34].[O:15]=[C:16]1[N:17]([Br:22])[C:18](=[O:19])[CH2:20][CH2:21]1>>[C:1]([C:2]([CH3:3])([CH3:4])[CH3:5])(=[O:6])[N:7]1[CH:8]([NH2:14])[CH:9]=[CH:10][C:11]([CH2:13][Br:22])=[CH:12]1. The reactants are C(C)(C)[N-]C(C)C.[Li+] (lithium diisopropylamide), BrC1=CC(=CC(=C1)F)F (1-bromo-3,5-difluorobenzene), Cl (HCl), C(=O)N1CCCCC1 (N-formylpiperidine). Run in O1CCCC1 (tetrahydrofuran), O (water). Run at temperature 0 celsius, time 30 minute. Product: BrC1=CC(=C(C=O)C(=C1)F)F (4-Bromo-2,6-difluorobenzaldehyde). Reaction SMILES: C([N-]C(C)C)(C)C.[Li+].[Br:9][C:10]1[CH:15]=[C:14]([F:16])[CH:13]=[C:12]([F:17])[CH:11]=1.[CH:18](N1CCCCC1)=[O:19].Cl>O1CCCC1.O>[Br:9][C:10]1[CH:15]=[C:14]([F:16])[C:13]([CH:18]=[O:19])=[C:12]([F:17])[CH:11]=1 |f:0.1|. Procedure: 55 ml (0.11 mmol) of 2 M lithium diisopropylamide are added with stirring at −70° C. to a solution of 19.3 g (0.1 mmol) of 1-bromo-3,5-difluorobenzene in 120 ml of dried tetrahydrofuran. After 30 minutes, N-formylpiperidine is added dropwise at this temperature. The mixture is allowed to warm to 0° C. At about 0° C., the reaction mixture is poured into cold water, acidified using 10% HCl and extracted twice with methyl tert-butyl ether. The combined organic phases are washed with water, dried ov...